This data is from the Open Reaction Database (ORD), a public repository of structured organic reaction records. The task is: describe an organic reaction: reactants, conditions, products, and yield The reactants are COC(=O)C=C1CCN(C(=O)OC(C)(C)C)CC1C, CC(C)C[Al+]CC(C)C, Cc1ccccc1, CCO, [H-], C1CCOC1. Yields the product CC1CN(C(=O)OC(C)(C)C)CCC1=CCO. Reaction SMILES: [C:18]([CH3:19])([CH3:20])([CH3:21])[O:22][C:23](=[O:24])[N:25]1[CH2:26][CH:27]([CH3:36])[C:28](=[CH:31][C:32](=[O:33])[O:34][CH3:35])[CH2:29][CH2:30]1.[CH2:2]([Al+:3][CH2:4][CH:5]([CH3:6])[CH3:7])[CH:8]([CH3:9])[CH3:10].[CH3:11][c:12]1[cH:13][cH:14][cH:15][cH:16][cH:17]1.[CH3:37][CH2:38][OH:39].[H-:1].[O:40]1[CH2:41][CH2:42][CH2:43][CH2:44]1>>[C:18]([CH3:19])([CH3:20])([CH3:21])[O:22][C:23](=[O:24])[N:25]1[CH2:26][CH:27]([CH3:36])[C:28](=[CH:31][CH2:32][OH:33])[CH2:29][CH2:30]1. Reactants: C([O-])(O)=O.[Na+] (sodium bicarbonate), N1=CC(=CC=C1)C1(CCNCC1)C(=O)O (4-(pyridin-3-yl)-piperidine-4-carboxylic acid), O.ON1N=NC2=C1C=CC=C2 (1-hydroxy-benzotriazole hydrate), N1CCOCC1 (morpholine), Cl.C(C)N=C=NCCCN(C)C (1-ethyl-3-(3-dimethylaminopropyl)carbodiimide hydrochloride). Run in CN(C=O)C (dimethylformamide), CN(C=O)C (dimethylformamide). Reaction conditions: time 24 hour. Product: N1(CCOCC1)C(=O)N.N1=CC(=CC=C1)C1(CCNCC1)C(=O)O (4-(pyridin-3-yl)-piperidine-4-carboxylic acid morpholine-amide). RXN SMILES: [N:1]1[CH:6]=[CH:5][CH:4]=[C:3]([C:7]2([C:13]([OH:15])=[O:14])[CH2:12][CH2:11][NH:10][CH2:9][CH2:8]2)[CH:2]=1.[NH:16]1[CH2:21][CH2:20][O:19][CH2:18][CH2:17]1.Cl.C([N:25]=C=NCCCN(C)C)C.O.ON1C2C=CC=CC=2N=N1.C(=O)(O)[O-].[Na+]>CN(C)C=O>[N:16]1([C:13]([NH2:25])=[O:15])[CH2:21][CH2:20][O:19][CH2:18][CH2:17]1.[N:1]1[CH:6]=[CH:5][CH:4]=[C:3]([C:7]2([C:13]([OH:15])=[O:14])[CH2:8][CH2:9][NH:10][CH2:11][CH2:12]2)[CH:2]=1 |f:2.3,4.5,6.7,9.10|. Procedure details: Combine 1-benzyl-(4-(pyridin-3-yl)-piperidine-4-carboxylic acid (2.5 g, 8.4 mmol) and morpholine (1.5 g, 16.9 mmol) in dimethylformamide (65 mL). Add 1-ethyl-3-(3-dimethylaminopropyl)carbodiimide hydrochloride (EDC) (2.2 g), 1-hydroxy-benzotriazole hydrate (HOBt) (1.6 g), and dimethylformamide (25 mL). After 24 hours, pour the reaction mixture into a saturated aqueous sodium bicarbonate solution and extract twice with diethyl ether. Combine the organic layers, dry over MgSO4, filter, and concent... Reactants: NC1=C(C=CC=C1)N (o-diaminobenzene), N(=O)[O-].[Na+] (NaNO2), OS(=O)(=O)O (H2SO4). Reagents/catalysts: S(=O)(=O)([O-])[O-].[NH+]=1NN=C2C1C=CC=C2.[NH+]=2NN=C1C2C=CC=C1 (benzotriazolium sulfate). Solvent: O (water). Run at temperature 205 celsius. The product is N1N=NC2=C1C=CC=C2 (benzotriazole). Yield: 98.2%. As a reaction SMILES: [NH2:1][C:2]1[CH:7]=[CH:6][CH:5]=[CH:4][C:3]=1[NH2:8].[N:9]([O-])=O.[Na+].OS(O)(=O)=O>S([O-])([O-])(=O)=O.[NH+]1NN=C2C=CC=CC=12.[NH+]1NN=C2C=CC=CC=12.O>[NH:1]1[C:2]2[CH:7]=[CH:6][CH:5]=[CH:4][C:3]=2[N:8]=[N:9]1 |f:1.2,4.5.6|. Procedure: 108.0 g (1.0 mol) of o-diaminobenzene, 75.9 g (1.1 mol) NaNO2, 205 g water and 10.0 g (0.03 mol) benzotriazolium sulfate were charged to a pressure reactor. The reaction was heated to 205° C. for 4 hours. The reactor was cooled to 50° C. and neutralized to pH 6 with 50% H2SO4. The contents were poured into a preheated separatory funnel and separated. The resulting oil was dried overnight at 150° C. to yield 117 g (98%) of benzotriazole.